From a dataset of the Open Reaction Database (ORD), a public repository of structured organic reaction records. describe an organic reaction: reactants, conditions, products, and yield Starting materials: [OH-].[Na+] (Sodium hydroxide), COC(=O)C1=CC=C2C=CN(C2=C1)CCNC(=O)OC(C)(C)C (1-(2-tert-Butoxycarbonylamino-ethyl)-1H-indole-6-carboxylic acid methyl ester). The solvent is CO (methanol), C1CCOC1 (THF). Conditions: time 68 hour. The product is C(C)(C)(C)OC(=O)NCCN1C=CC2=CC=C(C=C12)C(=O)O (1-(2-tert-Butoxycarbonylamino-ethyl)-1H-indole-6-carboxylic acid). Reaction SMILES: [OH-].[Na+].C[O:4][C:5]([C:7]1[CH:15]=[C:14]2[C:10]([CH:11]=[CH:12][N:13]2[CH2:16][CH2:17][NH:18][C:19]([O:21][C:22]([CH3:25])([CH3:24])[CH3:23])=[O:20])=[CH:9][CH:8]=1)=[O:6]>CO.C1COCC1>[C:22]([O:21][C:19]([NH:18][CH2:17][CH2:16][N:13]1[C:14]2[C:10](=[CH:9][CH:8]=[C:7]([C:5]([OH:6])=[O:4])[CH:15]=2)[CH:11]=[CH:12]1)=[O:20])([CH3:25])([CH3:23])[CH3:24] |f:0.1|. Procedure: Sodium hydroxide (1N, 6.0 mL, 6.00 mmol) was added to a solution of 1-(2-tert-Butoxycarbonylamino-ethyl)-1H-indole-6-carboxylic acid methyl ester (0.501 g, 1.57 mmol) in methanol (12 mL) and THF (4.0 mL). The reaction was stirred at room temperature for 68 hr. The reaction was concentrated in vacuo. The aqueous residue was acidified to pH ˜1 with 1N HCl and extracted with ethyl acetate (3×). The combined organic layers were dried over Na2SO4, filtered, and concentrated. The crude product was car... The reactants are CC(C)OC(=O)N=NC(=O)OC(C)C, OCCCOc1c(Cl)cc(OCC=C(Cl)Cl)cc1Cl, C1CCOC1, O=C1CCCC(c2ccc(O)cc2)C1, c1ccc(P(c2ccccc2)c2ccccc2)cc1. Product: O=C1CCCC(c2ccc(OCCCOc3c(Cl)cc(OCC=C(Cl)Cl)cc3Cl)cc2)C1. As a reaction SMILES: [CH:1]([O:2][C:3]([N:4]=[N:5][C:6]([O:7][CH:8]([CH3:9])[CH3:10])=[O:11])=[O:12])([CH3:13])[CH3:14].[Cl:48][c:49]1[c:50]([O:51][CH2:52][CH2:53][CH2:54][OH:55])[c:56]([Cl:66])[cH:57][c:58]([O:60][CH2:61][CH:62]=[C:63]([Cl:64])[Cl:65])[cH:59]1.[O:67]1[CH2:68][CH2:69][CH2:70][CH2:71]1.[OH:34][c:35]1[cH:36][cH:37][c:38]([CH:41]2[CH2:42][C:43](=[O:47])[CH2:44][CH2:45][CH2:46]2)[cH:39][cH:40]1.[c:15]1([P:16]([c:17]2[cH:18][cH:19][cH:20][cH:21][cH:22]2)[c:23]2[cH:24][cH:25][cH:26][cH:27][cH:28]2)[cH:29][cH:30][cH:31][cH:32][cH:33]1>>[O:34]([c:35]1[cH:36][cH:37][c:38]([CH:41]2[CH2:42][C:43](=[O:47])[CH2:44][CH2:45][CH2:46]2)[cH:39][cH:40]1)[CH2:54][CH2:53][CH2:52][O:51][c:50]1[c:49]([Cl:48])[cH:59][c:58]([O:60][CH2:61][CH:62]=[C:63]([Cl:64])[Cl:65])[cH:57][c:56]1[Cl:66].